This data is from the Open Reaction Database (ORD), a public repository of structured organic reaction records. The task is: describe an organic reaction: reactants, conditions, products, and yield The reactants are CCOC(=O)CNCCNS(=O)(=O)c1nnc(-c2ccc([N+](=O)[O-])cc2)s1, Cc1cn(CC(=O)O)c(=O)[nH]c1=O. The product is CCOC(=O)CN(CCNS(=O)(=O)c1nnc(-c2ccc([N+](=O)[O-])cc2)s1)C(=O)Cn1cc(C)c(=O)[nH]c1=O. As a reaction SMILES: [CH2:1]([CH3:2])[O:3][C:4]([CH2:5][NH:6][CH2:7][CH2:8][NH:9][S:10](=[O:11])(=[O:12])[c:13]1[s:14][c:15](-[c:18]2[cH:19][cH:20][c:21]([N+:24](=[O:25])[O-:26])[cH:22][cH:23]2)[n:16][n:17]1)=[O:27].[n:28]1([CH2:37][C:38](=[O:39])[OH:40])[c:29](=[O:30])[nH:31][c:32](=[O:33])[c:34]([CH3:35])[cH:36]1>>[CH2:1]([CH3:2])[O:3][C:4]([CH2:5][N:6]([CH2:7][CH2:8][NH:9][S:10](=[O:11])(=[O:12])[c:13]1[s:14][c:15](-[c:18]2[cH:19][cH:20][c:21]([N+:24](=[O:25])[O-:26])[cH:22][cH:23]2)[n:16][n:17]1)[C:38]([CH2:37][n:28]1[c:29](=[O:30])[nH:31][c:32](=[O:33])[c:34]([CH3:35])[cH:36]1)=[O:39])=[O:27]. The reactants are C(CCC)[Li] (n-Butyllithium), solution, ClC1=C(N=C(N1C=1C=C2C=CC(NC2=C(C1)C)=O)C)C#N (6-(5-chloro-4-cyano-2-methylimidazol-1-yl)-8-methyl-2-(1H)-quinolone), [Cl-].[NH4+] (ammonium chloride), O (water). Run in C(C)(=O)OCC.CO (ethyl acetate methanol), CCCCCC (n-hexane), O1CCCC1 (tetrahydrofuran). Yields the product C(#N)C=1N=C(N(C1)C=1C=C2C=CC(NC2=C(C1)C)=O)C (6-(4-Cyano-2-methylimidazol-1-yl)-8-methyl-2-(1H)-quinolone). Yield: 22.5%. RXN SMILES: C([Li])CCC.Cl[C:7]1[N:11]([C:12]2[CH:13]=[C:14]3[C:19](=[C:20]([CH3:22])[CH:21]=2)[NH:18][C:17](=[O:23])[CH:16]=[CH:15]3)[C:10]([CH3:24])=[N:9][C:8]=1[C:25]#[N:26].[Cl-].[NH4+].O>CCCCCC.O1CCCC1.C(OCC)(=O)C.CO>[C:25]([C:8]1[N:9]=[C:10]([CH3:24])[N:11]([C:12]2[CH:13]=[C:14]3[C:19](=[C:20]([CH3:22])[CH:21]=2)[NH:18][C:17](=[O:23])[CH:16]=[CH:15]3)[CH:7]=1)#[N:26] |f:2.3,7.8|. Procedure details: n-Butyllithium (17.5 cm3 of a 1.5M solution in n-hexane) was added dropwise to a stirred solution of 6-(5-chloro-4-cyano-2-methylimidazol-1-yl)-8-methyl-2-(1H)-quinolone (3.57 g) in tetrahydrofuran (THF) (100 cm3) at -70° under nitrogen. After 15 minutes saturated aqueous ammonium chloride solution (20 cm3) was added and the mixture was warmed to room temperature over 1 hour. The mixture was then poured into water (50 cm3), extracted with ethyl acetate (4×150 cm3), and the combined and dried (Mg... Starting materials: COC(=O)C(CCCC(C)(C)[N+](=O)[O-])NC(=O)OC(C)(C)C, CO, [Fe]. Yields the product COC(=O)C(CCCC(C)(C)N)NC(=O)OC(C)(C)C. RXN SMILES: [C:1]([CH3:2])([CH3:3])([CH3:4])[O:5][C:6](=[O:7])[NH:8][CH:9]([C:10](=[O:11])[O:12][CH3:13])[CH2:14][CH2:15][CH2:16][C:17]([CH3:18])([N+:19]([O-:20])=[O:21])[CH3:22].[CH3:23][OH:24].[Fe:25]>>[C:1]([CH3:2])([CH3:3])([CH3:4])[O:5][C:6](=[O:7])[NH:8][CH:9]([C:10](=[O:11])[O:12][CH3:13])[CH2:14][CH2:15][CH2:16][C:17]([CH3:18])([NH2:19])[CH3:22]. The reactants are bis(aryloxyalkyl)terephthalates, C(C1=CC=C(C(=O)Cl)C=C1)(=O)Cl (terephthaloyl chloride), O(C1=CC=CC=C1)CCO (2-phenoxyethanol), C(C1=CC=C(C(=O)Cl)C=C1)(=O)Cl (terephthaloyl chloride), aryloxyalkanol. Solvent: C(C)N(CC)CC (triethylamine). Yields the product O(C1=CC=CC=C1)CCOC(C1=CC=C(C(=O)OCCOC2=CC=CC=C2)C=C1)=O (bis(2-phenoxyethyl)-terephthalate). Reaction SMILES: [C:1](Cl)(=[O:11])[C:2]1[CH:10]=[CH:9][C:5]([C:6](Cl)=[O:7])=[CH:4][CH:3]=1.[O:13]([CH2:20][CH2:21][OH:22])[C:14]1[CH:19]=[CH:18][CH:17]=[CH:16][CH:15]=1>C(N(CC)CC)C>[O:13]([CH2:20][CH2:21][O:22][C:1](=[O:11])[C:2]1[CH:10]=[CH:9][C:5]([C:6]([O:22][CH2:21][CH2:20][O:13][C:14]2[CH:19]=[CH:18][CH:17]=[CH:16][CH:15]=2)=[O:7])=[CH:4][CH:3]=1)[C:14]1[CH:19]=[CH:18][CH:17]=[CH:16][CH:15]=1. Procedure: In a typical laboratory setting, bis(aryloxyalkyl)terephthalates are made by reacting terephthaloyl chloride with the corresponding aryloxyalkanol. For example, the reaction of terephthaloyl chloride with 2-phenoxyethanol in the presence of excess triethylamine and a solvent, followed by an organic workup to remove the ammonium salt, concentration, and recrystallization provides bis(2-phenoxyethyl)-terephthalate (see Scheme 1, compound 2 and Synthetic Examples 1 and 2 in U.S. Pat. Appl. Publ. No... Reactants: C1(=CC=CC=C1)CC(=O)N[C@H]1[C@@H]2N(C(=C(CS2)/C=C\2/OC(=O)C3=CC=CC=C23)C(=O)OC(C2=CC=CC=C2)C2=CC=CC=C2)C1=O (Diphenylmethyl 7β-phenylacetamido-3-(E-phthalidylidenemethyl)ceph-3-em-4-carboxylate), P(Cl)(Cl)(Cl)(Cl)Cl (phosphorous pentachloride), CO (methanol), CN1CCOCC1 (N-methylmorpholine). The solvent is ClCCl (dichloromethane), O (Water), ClCCl (dichloromethane). Reaction conditions: temperature -20 celsius, time 25 minute. Yields the product N[C@H]1[C@@H]2N(C(=C(CS2)/C=C\2/OC(=O)C3=CC=CC=C23)C(=O)OC(C2=CC=CC=C2)C2=CC=CC=C2)C1=O (Diphenylmethyl 7β-Amino-3-(E-phthalidylidenemethyl)ceph-3-em-4-carboxylate), 1780(s). Reaction SMILES: C1(CC([NH:10][C@@H:11]2[C:45](=[O:46])[N:13]3[C:14]([C:29]([O:31][CH:32]([C:39]4[CH:44]=[CH:43][CH:42]=[CH:41][CH:40]=4)[C:33]4[CH:38]=[CH:37][CH:36]=[CH:35][CH:34]=4)=[O:30])=[C:15](/[CH:18]=[C:19]4/[O:20][C:21]([C:23]5[C:28]/4=[CH:27][CH:26]=[CH:25][CH:24]=5)=[O:22])[CH2:16][S:17][C@H:12]23)=O)C=CC=CC=1.CN1CCOCC1.P(Cl)(Cl)(Cl)(Cl)Cl.CO>ClCCl.O>[NH2:10][C@@H:11]1[C:45](=[O:46])[N:13]2[C:14]([C:29]([O:31][CH:32]([C:39]3[CH:44]=[CH:43][CH:42]=[CH:41][CH:40]=3)[C:33]3[CH:34]=[CH:35][CH:36]=[CH:37][CH:38]=3)=[O:30])=[C:15](/[CH:18]=[C:19]3/[O:20][C:21]([C:23]4[C:28]/3=[CH:27][CH:26]=[CH:25][CH:24]=4)=[O:22])[CH2:16][S:17][C@H:12]12. Reported procedure: Diphenylmethyl 7β-phenylacetamido-3-(E-phthalidylidenemethyl)ceph-3-em-4-carboxylate (1.3 g), dissolved in dichloromethane (10 mls) was cooled to -20° C. under argon. N-methylmorpholine (0.5ml) followed by a solution of phosphorous pentachloride (0.561 g) in dichloromethane (15 mls) were then added. After ca 30 mins, i.r. analysis showed no starting material. Dry methanol (10 mls) was added in one portion very rapidly, and the solution allowed to warm to room temperature over 30 mins. Water (20 ... The reactants are C(C1=CC=CC=C1)OC(=O)NC=1C(N(C(=CC1)C1=CC(=CC(=C1)OC)OC)CC(=O)NC(C(C(F)(F)F)=O)C(C)C)=O (2-[3-Benzyloxycarbonylamino-6-(3,5-dimethoxyphenyl)-2-oxo-1,2-dihydro-1-pyridyl]-N-(3,3,3-trifluoro-1-isopropyl-2-oxopropyl)acetamide), [H][H] (hydrogen). Product: NC=1C(N(C(=CC1)C1=CC(=CC(=C1)OC)OC)CC(=O)NC(C(C(F)(F)F)=O)C(C)C)=O (2-[3-Amino-6-(3,5-dimethoxyphenyl)-2-oxo-1,2-dihydro-1-pyridyl]-N-(3,3,3-trifluoro-1-isopropyl-2-oxopropyl)acetamide). RXN SMILES: C(OC([NH:11][C:12]1[C:13](=[O:42])[N:14]([CH2:28][C:29]([NH:31][CH:32]([CH:39]([CH3:41])[CH3:40])[C:33](=[O:38])[C:34]([F:37])([F:36])[F:35])=[O:30])[C:15]([C:18]2[CH:23]=[C:22]([O:24][CH3:25])[CH:21]=[C:20]([O:26][CH3:27])[CH:19]=2)=[CH:16][CH:17]=1)=O)C1C=CC=CC=1.[H][H]>>[NH2:11][C:12]1[C:13](=[O:42])[N:14]([CH2:28][C:29]([NH:31][CH:32]([CH:39]([CH3:40])[CH3:41])[C:33](=[O:38])[C:34]([F:36])([F:35])[F:37])=[O:30])[C:15]([C:18]2[CH:23]=[C:22]([O:24][CH3:25])[CH:21]=[C:20]([O:26][CH3:27])[CH:19]=2)=[CH:16][CH:17]=1. Reported procedure: 2-[3-Benzyloxycarbonylamino-6-(3,5-dimethoxyphenyl)-2-oxo-1,2-dihydro-1-pyridyl]-N-(3,3,3-trifluoro-1-isopropyl-2-oxopropyl)acetamide was subjected to the conditions described in Example 159, except with shaking under a 2.7 bar hydrogen atmosphere, to give the title compound. Chromatography solvent: Dichloromethane:methanol (98:2, 95:5); TLC: Rf =0.35, dichloromethane:methanol (95:5); MS: m/z=456(M+1).